describe an organic reaction: reactants, conditions, products, and yield From a dataset of the Open Reaction Database (ORD), a public repository of structured organic reaction records. The reactants are C(=O)(O)C1(OC=2C(=C(C(CC2CC1)(C)O)C)C)C ((±)-2-carboxy-6-hydroxy-2,6,7,8-tetramethylchroman), C(C)(=O)OC(C)=O (acetic anhydride), N1=CC=CC=C1 (pyridine). Reaction conditions: time 16 hour. Product: C(C)(=O)OC=1C(=C2CCC(OC2=C(C1C)C)(C)C(=O)O)C ((±)-6-acetoxy-2-carboxy-2,5,7,8-tetramethylchroman). RXN SMILES: [C:1]([C:4]1([CH3:18])[CH2:13][CH2:12][C:11]2[CH2:10][C:9]([OH:15])(C)[C:8]([CH3:16])=[C:7]([CH3:17])[C:6]=2[O:5]1)([OH:3])=[O:2].[C:19](OC(=O)C)(=[O:21])[CH3:20].N1C=CC=C[CH:27]=1>>[C:19]([O:15][C:9]1[C:10]([CH3:27])=[C:11]2[C:6](=[C:7]([CH3:17])[C:8]=1[CH3:16])[O:5][C:4]([C:1]([OH:3])=[O:2])([CH3:18])[CH2:13][CH2:12]2)(=[O:21])[CH3:20]. Procedure details: To a partial solution of 5.0 g. (20 mmol) of (±)-2-carboxy-6-hydroxy-2,6,7,8-tetramethylchroman in 8.0 ml. of pyridine was added, dropwise over 10 minutes, 12.0 ml. of acetic anhydride. The solution was allowed to stand for 16 hours and was then worked up and dried by the procedure of Example 2 utilizing dichloromethane as a solvent to give a white solid. Crystallization from a mixture of ether-petroleum ether (b.p. 30°-60°C.) gave (±)-6-acetoxy-2-carboxy-2,5,7,8-tetramethylchroman. The reactants are O=C([O-])[O-], COc1ccc2cc(Br)ccc2c1, ClCCl, [K+], [K+], C1COCCO1, O, OB(O)c1cc2ccccc2o1. Yields the product COc1ccc2cc(-c3cc4ccccc4o3)ccc2c1. Reaction SMILES: [C:26](=[O:27])([O-:28])[O-:29].[CH3:1][O:2][c:3]1[cH:4][c:5]2[cH:6][cH:7][c:8]([Br:13])[cH:9][c:10]2[cH:11][cH:12]1.[Cl:32][CH2:33][Cl:34].[K+:30].[K+:31].[O:35]1[CH2:36][CH2:37][O:38][CH2:39][CH2:40]1.[OH2:41].[o:14]1[c:15]([B:23]([OH:24])[OH:25])[cH:16][c:17]2[c:18]1[cH:19][cH:20][cH:21][cH:22]2>>[CH3:1][O:2][c:3]1[cH:4][c:5]2[cH:6][cH:7][c:8](-[c:15]3[o:14][c:18]4[c:17]([cH:16]3)[cH:22][cH:21][cH:20][cH:19]4)[cH:9][c:10]2[cH:11][cH:12]1. The reactants are C(C)OC(=C)C(O)(C=1C=NC=CC1)C(C1=C(C=C(C=C1)Cl)Cl)CC#C (α-(1-ethoxyvinyl)-α-[2,4-dichloro-α-(2-propynyl)-benzyl]-3-pyridinemethanol), Cl (hydrochloric acid). Solvent: CO (methanol). Reaction conditions: time 1 hour. Product: ClC1=C(C=CC(=C1)Cl)C(C(C(C)=O)(C=1C=NC=CC1)O)CC#C (4-(2,4-dichlorophenyl)-3-hydroxy-3-(3-pyridyl)-6-heptyn-2-one). Yield: 97.3%. Reaction SMILES: C([O:3][C:4]([C:6]([CH:14]([CH2:23][C:24]#[CH:25])[C:15]1[CH:20]=[CH:19][C:18]([Cl:21])=[CH:17][C:16]=1[Cl:22])([C:8]1[CH:9]=[N:10][CH:11]=[CH:12][CH:13]=1)[OH:7])=[CH2:5])C.Cl>CO>[Cl:22][C:16]1[CH:17]=[C:18]([Cl:21])[CH:19]=[CH:20][C:15]=1[CH:14]([CH2:23][C:24]#[CH:25])[C:6]([OH:7])([C:8]1[CH:9]=[N:10][CH:11]=[CH:12][CH:13]=1)[C:4](=[O:3])[CH3:5]. Procedure details: A mixture of 2.0 g of α-(1-ethoxyvinyl)-α-[2,4-dichloro-α-(2-propynyl)-benzyl]-3-pyridinemethanol (see Example 3, 1st end product), 1 ml of concentrated hydrochloric acid and 15 ml of methanol as a clear yellow solution is held at room temperature for 1 hour. Thereafter, the mixture is evaporated under reduced pressure in order to remove methanol and the residue is neutralized with saturated aqueous sodium bicarbonate solution. The aqueous mixture is extracted with ethyl acetate and the organic ...